This data is from the Open Reaction Database (ORD), a public repository of structured organic reaction records. The task is: describe an organic reaction: reactants, conditions, products, and yield Starting materials: O=C(Cl)c1ccc(C=Cc2ccccc2OCc2ccccc2)cc1, ClCCl, NCCO. Product: O=C(NCCO)c1ccc(C=Cc2ccccc2OCc2ccccc2)cc1. Reaction SMILES: [CH2:1]([c:2]1[cH:3][cH:4][cH:5][cH:6][cH:7]1)[O:8][c:9]1[c:10]([CH:15]=[CH:16][c:17]2[cH:18][cH:19][c:20]([C:23](=[O:24])[Cl:25])[cH:21][cH:22]2)[cH:11][cH:12][cH:13][cH:14]1.[Cl:30][CH2:31][Cl:32].[NH2:26][CH2:27][CH2:28][OH:29]>>[CH2:1]([c:2]1[cH:3][cH:4][cH:5][cH:6][cH:7]1)[O:8][c:9]1[c:10]([CH:15]=[CH:16][c:17]2[cH:18][cH:19][c:20]([C:23](=[O:24])[NH:26][CH2:27][CH2:28][OH:29])[cH:21][cH:22]2)[cH:11][cH:12][cH:13][cH:14]1. Starting materials: O=C(O)c1ccnc(Cl)c1, Nc1nc(-c2ccco2)c(N2CCOCC2)s1, O=S(Cl)Cl, c1ccncc1. The product is O=C(Nc1nc(-c2ccco2)c(N2CCOCC2)s1)c1ccnc(Cl)c1. As a reaction SMILES: [Cl:1][c:2]1[cH:3][c:4]([C:5](=[O:6])[OH:7])[cH:8][cH:9][n:10]1.[NH2:15][c:16]1[s:17][c:18]([N:26]2[CH2:27][CH2:28][O:29][CH2:30][CH2:31]2)[c:19](-[c:21]2[o:22][cH:23][cH:24][cH:25]2)[n:20]1.[S:11]([Cl:12])([Cl:13])=[O:14].[cH:32]1[cH:33][cH:34][n:35][cH:36][cH:37]1>>[Cl:1][c:2]1[cH:3][c:4]([C:5](=[O:7])[NH:15][c:16]2[s:17][c:18]([N:26]3[CH2:27][CH2:28][O:29][CH2:30][CH2:31]3)[c:19](-[c:21]3[o:22][cH:23][cH:24][cH:25]3)[n:20]2)[cH:8][cH:9][n:10]1. Procedure: 3.0 g of 3-(4-bromo-phenyl)-6-methoxy-benzofuran are treated at 0° C. with 100 ml of 1M boron tribromide solution in methylene chloride. The ice bath is removed and the reaction mixture is stirred, subsequently poured into saturated sodium carbonate solution and extracted with methylene chloride. The organic phases are washed with saturated sodium chloride solution, dried and evaporated. There are obtained 2.9 g of 3-(4-bromo-phenyl)-benzofuran-6-ol, MS: m/e 288 (M+, 1 Br). The solvent is C(Cl)Cl (methylene chloride). RXN SMILES: [Br:1][C:2]1[CH:7]=[CH:6][C:5]([C:8]2[C:12]3[CH:13]=[CH:14][C:15]([O:17]C)=[CH:16][C:11]=3[O:10][CH:9]=2)=[CH:4][CH:3]=1.B(Br)(Br)Br>C(Cl)Cl>[Br:1][C:2]1[CH:7]=[CH:6][C:5]([C:8]2[C:12]3[CH:13]=[CH:14][C:15]([OH:17])=[CH:16][C:11]=3[O:10][CH:9]=2)=[CH:4][CH:3]=1. The yield is 101.4%. The product is BrC1=CC=C(C=C1)C1=COC2=C1C=CC(=C2)O (3-(4-bromo-phenyl)-benzofuran-6-ol). The reactants are BrC1=CC=C(C=C1)C1=COC2=C1C=CC(=C2)OC (3-(4-bromo-phenyl)-6-methoxy-benzofuran), B(Br)(Br)Br (boron tribromide). The reactants are COC(=O)CBr, Cc1ccc(CCC(=O)N2CC(C)N(Cc3ccc(F)cc3)CC2C)c(O)c1, [H-], [Na+], C1CCOC1. Product: COC(=O)COc1cc(C)ccc1CCC(=O)N1CC(C)N(Cc2ccc(F)cc2)CC1C. As a reaction SMILES: [CH3:31][O:32][C:33]([CH2:34][Br:35])=[O:36].[F:1][c:2]1[cH:3][cH:4][c:5]([CH2:6][N:7]2[CH2:8][CH:9]([CH3:26])[N:10]([C:14]([CH2:15][CH2:16][c:17]3[c:18]([OH:24])[cH:19][c:20]([CH3:23])[cH:21][cH:22]3)=[O:25])[CH2:11][CH:12]2[CH3:13])[cH:27][cH:28]1.[H-:29].[Na+:30].[O:37]1[CH2:38][CH2:39][CH2:40][CH2:41]1>>[F:1][c:2]1[cH:3][cH:4][c:5]([CH2:6][N:7]2[CH2:8][CH:9]([CH3:26])[N:10]([C:14]([CH2:15][CH2:16][c:17]3[c:18]([O:24][CH2:34][C:33]([O:32][CH3:31])=[O:36])[cH:19][c:20]([CH3:23])[cH:21][cH:22]3)=[O:25])[CH2:11][CH:12]2[CH3:13])[cH:27][cH:28]1. Starting materials: ClC=1C=C(C=C(C1)Cl)SC=1C(=NN(C1CC)CCO)C(=O)OCC (Ethyl 4-[(3,5-dichlorophenyl)sulfanyl]-5-ethyl-1-(2-hydroxyethyl )-1H-pyrazole-3-carboxylate), N (ammonia). The product is ClC=1C=C(C=C(C1)Cl)SC=1C(=NN(C1CC)CCO)C(=O)N (4-[(3,5-Dichlorophenyl)sulfanyl]-5-ethyl-1-(2-hydroxyethyl)-1H-pyrazole-3-carboxamide). RXN SMILES: [Cl:1][C:2]1[CH:3]=[C:4]([S:9][C:10]2[C:11]([C:20]([O:22]CC)=O)=[N:12][N:13]([CH2:17][CH2:18][OH:19])[C:14]=2[CH2:15][CH3:16])[CH:5]=[C:6]([Cl:8])[CH:7]=1.[NH3:25]>>[Cl:1][C:2]1[CH:3]=[C:4]([S:9][C:10]2[C:11]([C:20]([NH2:25])=[O:22])=[N:12][N:13]([CH2:17][CH2:18][OH:19])[C:14]=2[CH2:15][CH3:16])[CH:5]=[C:6]([Cl:8])[CH:7]=1. Procedure: A mixture of Example 46 (407 mg, 1.05 mmol) and 0.880 ammonia solution was heated at 90° C. in a sealed Reacti-vial (Trade Mark) for 18 hours. The precipitate was filtered off and washed with water (5 ml) to afford the title compound (273 mg) as a white solid, m.p. 214-216° C.